From a dataset of the Open Reaction Database (ORD), a public repository of structured organic reaction records. describe an organic reaction: reactants, conditions, products, and yield Starting materials: Na, OC1=CC=C(C=C1)C1=CC=C(C=C1)S (4-hydroxy-4′mercaptobiphenyl), ClCC(=C)CCl (3-chloro-2-chloromethyl propene). Solvent: CO (MeOH). Product: C(C=C)SCC=C.C1(=CC=CC=C1)C1=CC=CC=C1 (Biphenyl Allyl Sulfide). Yield: 81.1%. As a reaction SMILES: O[C:2]1[CH:7]=[CH:6][C:5]([C:8]2[CH:13]=[CH:12][C:11]([SH:14])=[CH:10][CH:9]=2)=[CH:4][CH:3]=1.Cl[CH2:16][C:17](CCl)=[CH2:18]>CO>[CH2:18]([S:14][CH2:11][CH:12]=[CH2:13])[CH:17]=[CH2:16].[C:5]1([C:8]2[CH:9]=[CH:10][CH:11]=[CH:12][CH:13]=2)[CH:6]=[CH:7][CH:2]=[CH:3][CH:4]=1 |f:3.4|. Procedure: To a solution of MeOH at 0 C under N2 was added Na metal (1.03 g, 45 mmol). The reaction was slowly allowed to warm to room temperature. 4-hydroxy-4′mercaptobiphenyl (8.0 g, 40 mmol) was added to the reaction, and the reaction was heated to reflux. 3-chloro-2-chloromethyl propene (2.25 g, 18 mmol) was added dropwise over an hour, and the reaction was allowed to reflux overnight. The solution was reduced in vacuo and purified by flash chromatography 20:80 acetone/hexanes to yield 3.92 g of the pu... Starting materials: CCn1nnc(N)n1, O=C(Cl)C(c1ccccc1)c1ccccc1. The product is CCn1nnc(NC(=O)C(c2ccccc2)c2ccccc2)n1. RXN SMILES: [NH2:1][c:2]1[n:3][n:4][n:5]([CH2:7][CH3:8])[n:6]1.[c:9]1([CH:15]([C:16](=[O:17])[Cl:18])[c:19]2[cH:20][cH:21][cH:22][cH:23][cH:24]2)[cH:10][cH:11][cH:12][cH:13][cH:14]1>>[NH:1]([c:2]1[n:3][n:4][n:5]([CH2:7][CH3:8])[n:6]1)[C:16]([CH:15]([c:9]1[cH:10][cH:11][cH:12][cH:13][cH:14]1)[c:19]1[cH:20][cH:21][cH:22][cH:23][cH:24]1)=[O:17]. Starting materials: ClC(=C(C)C)N(C)C ((1-chloro-2-methyl-propenyl)-dimethylamine), C(#N)C=1C=C(NC1)C(=O)O (4-cyano-1H-pyrrole-2-carboxylic acid), C(C)(C)(C)OC(=O)N1CCC(CC1)C1=CC(=C(C=C1)N)C1=CCCCC1 (4-(4-amino-3-cyclohex-1-enyl-phenyl)-piperidine-1-carboxylic acid tert-butyl ester). The solvent is CC#N (CH3CN), CC#N (CH3CN). Conditions: time 20 hour. Yields the product C(C)(C)(C)OC(=O)N1CCC(CC1)C1=CC(=C(C=C1)NC(=O)C=1NC=C(C1)C#N)C1=CCCCC1 (4-{4-[(4-Cyano-1H-pyrrole-2-carbonyl)-amino]-3-cyclohex-1-enyl-phenyl}-piperidine-1-carboxylic acid tert-butyl ester). Yield: 12.3%. RXN SMILES: [C:1]([C:3]1[CH:4]=[C:5]([C:8]([OH:10])=O)[NH:6][CH:7]=1)#[N:2].ClC(N(C)C)=C(C)C.[C:19]([O:23][C:24]([N:26]1[CH2:31][CH2:30][CH:29]([C:32]2[CH:37]=[CH:36][C:35]([NH2:38])=[C:34]([C:39]3[CH2:44][CH2:43][CH2:42][CH2:41][CH:40]=3)[CH:33]=2)[CH2:28][CH2:27]1)=[O:25])([CH3:22])([CH3:21])[CH3:20]>CC#N>[C:19]([O:23][C:24]([N:26]1[CH2:31][CH2:30][CH:29]([C:32]2[CH:37]=[CH:36][C:35]([NH:38][C:8]([C:5]3[NH:6][CH:7]=[C:3]([C:1]#[N:2])[CH:4]=3)=[O:10])=[C:34]([C:39]3[CH2:44][CH2:43][CH2:42][CH2:41][CH:40]=3)[CH:33]=2)[CH2:28][CH2:27]1)=[O:25])([CH3:22])([CH3:20])[CH3:21]. Procedure: A suspension of 101 mg (0.741 mmol) 4-cyano-1H-pyrrole-2-carboxylic acid (Canadian J. Chem. 59: 2673 (1981)) in 20 mL CH3CN was treated with 116 μL (0.741 mmol) (1-chloro-2-methyl-propenyl)-dimethylamine at RT for 20 min. The mixture was added to a solution of 220 mg (0.617 mmol) of 4-(4-amino-3-cyclohex-1-enyl-phenyl)-piperidine-1-carboxylic acid tert-butyl ester (as prepared in the previous step) in 10 mL CH3CN, stirred at RT for 20 h and the solvents evaporated in vacuo. Silica gel chromatogr... Reactants: C(#N)C1=C(N(C(=C1CC1=C(C=CC=C1)S(=O)(=O)N1CCCC1)C)CC(=O)OCC)C1CCCC1 (ethyl 2-(3-cyano-2-cyclopentyl-5-methyl-4-(2-(pyrrolidin-1-ylsulfonyl)benzyl)-1H-pyrrol-1-yl)acetate), O.[OH-].[Li+] (lithium hydroxide monohydrate), O (water). Solvent: O1CCCC1 (tetrahydrofuran), CO (methanol). Yields the product C(#N)C1=C(N(C(=C1CC1=C(C=CC=C1)S(=O)(=O)N1CCCC1)C)CC(=O)O)C1CCCC1 (2-(3-cyano-2-cyclopentyl-5-methyl-4-(2-(pyrrolidin-1-ylsulfonyl)benzyl)-1H-pyrrol-1-yl)acetic acid). Isolated yield 96.8%. RXN SMILES: [C:1]([C:3]1[C:7]([CH2:8][C:9]2[CH:14]=[CH:13][CH:12]=[CH:11][C:10]=2[S:15]([N:18]2[CH2:22][CH2:21][CH2:20][CH2:19]2)(=[O:17])=[O:16])=[C:6]([CH3:23])[N:5]([CH2:24][C:25]([O:27]CC)=[O:26])[C:4]=1[CH:30]1[CH2:34][CH2:33][CH2:32][CH2:31]1)#[N:2].O.[OH-].[Li+].O>O1CCCC1.CO>[C:1]([C:3]1[C:7]([CH2:8][C:9]2[CH:14]=[CH:13][CH:12]=[CH:11][C:10]=2[S:15]([N:18]2[CH2:19][CH2:20][CH2:21][CH2:22]2)(=[O:17])=[O:16])=[C:6]([CH3:23])[N:5]([CH2:24][C:25]([OH:27])=[O:26])[C:4]=1[CH:30]1[CH2:31][CH2:32][CH2:33][CH2:34]1)#[N:2] |f:1.2.3|. Procedure: General procedure I was followed using ethyl 2-(3-cyano-2-cyclopentyl-5-methyl-4-(2-(pyrrolidin-1-ylsulfonyl)benzyl)-1H-pyrrol-1-yl)acetate (747 mg, 1.55 mmol) and lithium hydroxide monohydrate (130 mg, 3.09 mmol) in tetrahydrofuran (9.3 mL), methanol (3.1 mL), and water (3.1 mL). The product 2-(3-cyano-2-cyclopentyl-5-methyl-4-(2-(pyrrolidin-1-ylsulfonyl)benzyl)-1H-pyrrol-1-yl)acetic acid (685 mg, 1.50 mmol, 97% yield) was isolated as a tan solid. 1H NMR (400 MHz, CDCl3) δ (ppm): 7.99 (dd, 1H),... Starting materials: COC(=O)c1cc(NC(=O)c2cc(Cl)c(Oc3ccncc3C(=O)N3CCN(C4CC4)c4ccccc43)cc2Cl)cn1C, CCOC(C)=O, Cl, C1COCCO1, O. The product is Cn1cc(NC(=O)c2cc(Cl)c(Oc3ccncc3C(=O)N3CCN(C4CC4)c4ccccc43)cc2Cl)cc1C(=O)O. RXN SMILES: [CH3:1][O:2][C:3](=[O:4])[c:5]1[n:6]([CH3:43])[cH:7][c:8]([NH:10][C:11]([c:12]2[c:13]([Cl:41])[cH:14][c:15]([O:19][c:20]3[c:21]([C:26](=[O:27])[N:28]4[CH2:29][CH2:30][N:31]([CH:38]5[CH2:39][CH2:40]5)[c:32]5[cH:33][cH:34][cH:35][cH:36][c:37]54)[cH:22][n:23][cH:24][cH:25]3)[c:16]([Cl:18])[cH:17]2)=[O:42])[cH:9]1.[CH3:46][CH2:47][O:48][C:49](=[O:50])[CH3:51].[ClH:45].[O:52]1[CH2:53][CH2:54][O:55][CH2:56][CH2:57]1.[OH2:44]>>[O:2]=[C:3]([OH:4])[c:5]1[n:6]([CH3:43])[cH:7][c:8]([NH:10][C:11]([c:12]2[c:13]([Cl:41])[cH:14][c:15]([O:19][c:20]3[c:21]([C:26](=[O:27])[N:28]4[CH2:29][CH2:30][N:31]([CH:38]5[CH2:39][CH2:40]5)[c:32]5[cH:33][cH:34][cH:35][cH:36][c:37]54)[cH:22][n:23][cH:24][cH:25]3)[c:16]([Cl:18])[cH:17]2)=[O:42])[cH:9]1. The reactants are CC(CO)NC(=O)OC(C)(C)C, C1CCOC1, O, Oc1ccccc1, c1ccc(P(c2ccccc2)c2ccccc2)cc1. Yields the product CC(COc1ccccc1)NC(=O)OC(C)(C)C. Reaction SMILES: [C:1]([CH3:2])([CH3:3])([CH3:4])[O:5][C:6](=[O:7])[NH:8][CH:9]([CH2:10][OH:11])[CH3:12].[CH2:40]1[O:41][CH2:42][CH2:43][CH2:44]1.[OH2:39].[OH:13][c:14]1[cH:15][cH:16][cH:17][cH:18][cH:19]1.[c:20]1([P:21]([c:22]2[cH:23][cH:24][cH:25][cH:26][cH:27]2)[c:28]2[cH:29][cH:30][cH:31][cH:32][cH:33]2)[cH:34][cH:35][cH:36][cH:37][cH:38]1>>[C:1]([CH3:2])([CH3:3])([CH3:4])[O:5][C:6](=[O:7])[NH:8][CH:9]([CH2:10][O:11][c:14]1[cH:15][cH:16][cH:17][cH:18][cH:19]1)[CH3:12].